Dataset: the Open Reaction Database (ORD), a public repository of structured organic reaction records. Task: describe an organic reaction: reactants, conditions, products, and yield The reactants are N (NH3), CCN=C=NCCCN(C)C.Cl (EDCl), OC1=CC=C(C=C1)C1=CC=C(C=C1)C(=O)O (4′-hydroxybiphenyl-4-carboxylic acid), C=1C=CC2=C(C1)N=NN2O (HOBt). Solvent: O1CCCC1 (tetrahydrofuran). Run at time 4 hour. Yields the product OC1=CC=C(C=C1)C1=CC=C(C=C1)C(=O)N (4′-hydroxybiphenyl-4-carboxamide). Yield: 50.2%. RXN SMILES: N.[OH:2][C:3]1[CH:8]=[CH:7][C:6]([C:9]2[CH:14]=[CH:13][C:12]([C:15]([OH:17])=O)=[CH:11][CH:10]=2)=[CH:5][CH:4]=1.C1C=CC2N(O)N=[N:24]C=2C=1.CCN=C=NCCCN(C)C.Cl>O1CCCC1>[OH:2][C:3]1[CH:8]=[CH:7][C:6]([C:9]2[CH:14]=[CH:13][C:12]([C:15]([NH2:24])=[O:17])=[CH:11][CH:10]=2)=[CH:5][CH:4]=1 |f:3.4|. Reported procedure: Into a 50-mL round-bottom flask was placed tetrahydrofuran saturated with NH3 (gas) (20 mL), 4′-hydroxybiphenyl-4-carboxylic acid (1 g, 4.67 mmol, 1 equiv), HOBt (900 mg, 6.67 mmol, 1.4 equiv), EDCl (1.34 g, 7.0 mmol, 1.5 equiv). The resulting solution was stirred for 4 hrs at room temperature. The resulting mixture was concentrated under vacuum. The residue was dissolved in 50 mL of ethyl acetate, washed with 2×40 mL of H2O, 1×50 mL of brine, dried over anhydrous sodium sulfate and concentrated...